From a dataset of the Open Reaction Database (ORD), a public repository of structured organic reaction records. describe an organic reaction: reactants, conditions, products, and yield Starting materials: O=C([O-])[O-], Cc1ccnc2c1[nH]c(=O)n2-c1ccc(OCc2ccccc2)cc1, [Cs+], [Cs+], CCI, CN(C)C=O, O. Yields the product CCn1c(=O)n(-c2ccc(OCc3ccccc3)cc2)c2nccc(C)c21. Reaction SMILES: [C:29](=[O:30])([O-:31])[O-:32].[CH2:4]([c:5]1[cH:6][cH:7][cH:8][cH:9][cH:10]1)[O:11][c:12]1[cH:13][cH:14][c:15](-[n:18]2[c:19](=[O:28])[nH:20][c:21]3[c:22]2[n:23][cH:24][cH:25][c:26]3[CH3:27])[cH:16][cH:17]1.[Cs+:33].[Cs+:34].[I:1][CH2:2][CH3:3].[O:35]=[CH:36][N:37]([CH3:38])[CH3:39].[OH2:40]>>[CH2:2]([CH3:3])[n:20]1[c:19](=[O:28])[n:18](-[c:15]2[cH:14][cH:13][c:12]([O:11][CH2:4][c:5]3[cH:6][cH:7][cH:8][cH:9][cH:10]3)[cH:17][cH:16]2)[c:22]2[c:21]1[c:26]([CH3:27])[cH:25][cH:24][n:23]2.